From a dataset of the Open Reaction Database (ORD), a public repository of structured organic reaction records. describe an organic reaction: reactants, conditions, products, and yield The reactants are O=C=Nc1cccc(C(F)(F)F)c1, COC(=O)C=Cc1ccncc1N=P(c1ccccc1)(c1ccccc1)c1ccccc1. Product: COC(=O)C=Cc1ccncc1N=C=Nc1cccc(C(F)(F)F)c1. Reaction SMILES: [F:33][C:34]([c:35]1[cH:36][c:37]([N:41]=[C:42]=[O:43])[cH:38][cH:39][cH:40]1)([F:44])[F:45].[c:1]1([P:2]([c:3]2[cH:4][cH:5][cH:6][cH:7][cH:8]2)([c:9]2[cH:10][cH:11][cH:12][cH:13][cH:14]2)=[N:20][c:21]2[cH:22][n:23][cH:24][cH:25][c:26]2[CH:27]=[CH:28][C:29](=[O:30])[O:31][CH3:32])[cH:15][cH:16][cH:17][cH:18][cH:19]1>>[N:20]([c:21]1[cH:22][n:23][cH:24][cH:25][c:26]1[CH:27]=[CH:28][C:29](=[O:30])[O:31][CH3:32])=[C:42]=[N:41][c:37]1[cH:36][c:35]([C:34]([F:33])([F:44])[F:45])[cH:40][cH:39][cH:38]1. Reactants: C1CO1 (ethylene oxide), [Li]CCCC (BuLi), solution, BrC1=NC=C(C=C1)Br (2,5-dibromopyridine). The solvent is C1CCOC1 (THF), hexanes, CCOCC (Et2O). Conditions: time 45 minute. Product: BrC1=NC=C(C=C1)CCO (2-(2-Bromopyridin-5-yl)ethanol). Isolated yield 40.2%. RXN SMILES: [Li]CCCC.[Br:6][C:7]1[CH:12]=[CH:11][C:10](Br)=[CH:9][N:8]=1.[CH2:14]1[O:16][CH2:15]1>CCOCC.C1COCC1>[Br:6][C:7]1[CH:12]=[CH:11][C:10]([CH2:14][CH2:15][OH:16])=[CH:9][N:8]=1. Reported procedure: BuLi (32.2 ml of a 1.6 M solution in hexanes, 52 mmol) added dropwise to a stirred solution of 2,5-dibromopyridine (11.09 g, 46.8 mmol) in Et2O (400 ml) at −78° C. under nitrogen. Upon complete addition the reaction mixture was stirred for 45 min and then a solution of ethylene oxide (6.74 g, 0.14 mol) in THF (70 ml) was added. The reaction mixture was warmed to room temperature, stirred for 1 h and then quenched by addition of NH4Cl solution (sat., 150 ml). The organics were extracted with EtOA... Reactants: CC(=O)N(C)c1cccc(S(=O)(=O)c2ccc([N+](=O)[O-])cc2)c1, CCO. The product is CC(=O)N(C)c1cccc(S(=O)(=O)c2ccc(N)cc2)c1. RXN SMILES: [CH3:1][N:2]([C:3]([CH3:4])=[O:5])[c:6]1[cH:7][c:8]([S:12](=[O:13])(=[O:14])[c:15]2[cH:16][cH:17][c:18]([N+:21]([O-:22])=[O:23])[cH:19][cH:20]2)[cH:9][cH:10][cH:11]1.[CH3:24][CH2:25][OH:26]>>[CH3:1][N:2]([C:3]([CH3:4])=[O:5])[c:6]1[cH:7][c:8]([S:12](=[O:13])(=[O:14])[c:15]2[cH:16][cH:17][c:18]([NH2:21])[cH:19][cH:20]2)[cH:9][cH:10][cH:11]1. Reactants: C(C1=CC=CC=C1)OC(=O)CN1C(C(=NC(=C1C)Cl)Cl)=O (1-Benzyloxycarbonylmethyl-3,5-dichloro-6-methylpyrazinone), CONCC1=CC=CC=C1 (methoxybenzylamine), CCOC(=O)C (EtOAc). Yields the product COC1=CC=C(CNC=2C(N(C(=C(N2)Cl)C)CC(=O)OCC2=CC=CC=C2)=O)C=C1 (3-(4-Methoxybenzylamino)-5-chloro-6-methyl-1-benzyloxycarbonylmethyl-pyrazinone). Reaction SMILES: [CH2:1]([O:8][C:9]([CH2:11][N:12]1[C:17]([CH3:18])=[C:16]([Cl:19])[N:15]=[C:14](Cl)[C:13]1=[O:21])=[O:10])[C:2]1[CH:7]=[CH:6][CH:5]=[CH:4][CH:3]=1.CO[NH:24][CH2:25][C:26]1[CH:31]=[CH:30][CH:29]=[CH:28][CH:27]=1.C[CH2:33][O:34]C(C)=O>>[CH3:33][O:34][C:29]1[CH:28]=[CH:27][C:26]([CH2:25][NH:24][C:14]2[C:13](=[O:21])[N:12]([CH2:11][C:9]([O:8][CH2:1][C:2]3[CH:7]=[CH:6][CH:5]=[CH:4][CH:3]=3)=[O:10])[C:17]([CH3:18])=[C:16]([Cl:19])[N:15]=2)=[CH:31][CH:30]=1. Procedure details: A solution of the pyrazinone 18-3 (5 g, 15.3 mmol) and 4 methoxybenzylamine (6.0 mL, 45.9 mmol) in EtOAc (60 mL) was heated at 80° C. for 2 h. The solution was cooled and filtered. The filtrate was concentrated in vacuo, the residue swished with MeOH and filtered to afford the title compound as a solid: Reactants: BrCCCCOC=1C=CC2=C(SC(=C2C2=CC=C(C=C2)Br)C)C1 (6-(4-Bromo-butoxy)-3-(4-bromo-phenyl)-2-methyl-benzo[b]thiophene), N1CCC1 (Azetidine). Product: BrC1=CC=C(C=C1)C=1C2=C(SC1C)C=C(C=C2)OCCCCN2CCC2 (1-{4-[3-(4-Bromo-phenyl)-2-methyl-benzo[b]thiophen-6-yloxy]-butyl}-azetidine). Reaction SMILES: Br[CH2:2][CH2:3][CH2:4][CH2:5][O:6][C:7]1[CH:8]=[CH:9][C:10]2[C:14]([C:15]3[CH:20]=[CH:19][C:18]([Br:21])=[CH:17][CH:16]=3)=[C:13]([CH3:22])[S:12][C:11]=2[CH:23]=1.[NH:24]1[CH2:27][CH2:26][CH2:25]1>>[Br:21][C:18]1[CH:19]=[CH:20][C:15]([C:14]2[C:10]3[CH:9]=[CH:8][C:7]([O:6][CH2:5][CH2:4][CH2:3][CH2:2][N:24]4[CH2:27][CH2:26][CH2:25]4)=[CH:23][C:11]=3[S:12][C:13]=2[CH3:22])=[CH:16][CH:17]=1. Reported procedure: According to the method in example 31, 6-(4-Bromo-butoxy)-3-(4-bromo-phenyl)-2-methyl-benzo[b]thiophene and Azetidine were converted to yield 1-{4-[3-(4-Bromo-phenyl)-2-methyl-benzo[b]thiophen-6-yloxy]-butyl}-azetidine, MS: 430 (MH+, 1Br). Starting materials: C(O)CN (ethanolamine), [N+](=O)([O-])C(C)C (2-nitropropane), C=O (paraformaldehyde), aqueous solution, [OH-].[Na+] (sodium hydroxide). Run in C(C)(C)O (isopropanol), O (water). Product: [N+](=O)([O-])C(CNCCO)(C)C (2-(2-nitro-2-methyl-propylamino)-ethanol). Reaction SMILES: [CH2:1]([CH2:3][NH2:4])[OH:2].[N+:5]([CH:8]([CH3:10])[CH3:9])([O-:7])=[O:6].[CH2:11]=O.[OH-].[Na+]>C(O)(C)C.O>[N+:5]([C:8]([CH3:11])([CH3:10])[CH2:9][NH:4][CH2:3][CH2:1][OH:2])([O-:7])=[O:6] |f:3.4|. Reported procedure: To a solution of 450 g (7.40 moles) of ethanolamine in 1000 ml of isopropanol, 607.8 g (6.55 moles) of 2-nitropropane and 100 ml of water are added. The solution is stirred at room temperature and 225.4 g (7.5 moles) of paraformaldehyde and 7 ml of 20% aqueous solution of sodium hydroxide (% w/v) are added, under stirring and maintaining the temperature at room temperature for 16 hours. The mixture is then heated to 50° C. being nitrogen bubbled into the mixture to eliminate the formaldehyde in ... Reactants: OCCC1SC2=C(NC1=O)C=CC=C2 (2-(2-hydroxyethyl)-2H-1,4-benzothiazin-3(4H)-one), S(=O)(Cl)Cl (thionyl chloride). Yields the product ClCCC1SC2=C(NC1=O)C=CC=C2 (2-(2-chloroethyl)-2H-1,4-benzothiazin-3(4H)-one). Isolated yield 72.7%. As a reaction SMILES: O[CH2:2][CH2:3][CH:4]1[C:9](=[O:10])[NH:8][C:7]2[CH:11]=[CH:12][CH:13]=[CH:14][C:6]=2[S:5]1.S(Cl)([Cl:17])=O>>[Cl:17][CH2:2][CH2:3][CH:4]1[C:9](=[O:10])[NH:8][C:7]2[CH:11]=[CH:12][CH:13]=[CH:14][C:6]=2[S:5]1. Reported procedure: By a process similar to that in Reference Example 13, 2-(2-hydroxyethyl)-2H-1,4-benzothiazin-3(4H)-one was allowed to react with thionyl chloride to give 2-(2-chloroethyl)-2H-1,4-benzothiazin-3(4H)-one. The yield was 72.7%. Recrystallization from methanol gave prisms, m.p. 133°-133.5° C. Reactants: FC=1C=CC2=C(N(C(=N2)C(C)NC(OCC2C3=CC=CC=C3C=3C=CC=CC23)=O)C2=CC=C(C=C2)F)C1 ((9H-fluoren-9-yl)methyl 1-(6-fluoro-1-(4-fluorophenyl)-1H-benzo[d]imidazol-2-yl)ethylcarbamate), N1CCCCC1 (piperidine), C(Cl)Cl (DCM). Conditions: time 4 day. Product: C(Cl)Cl.CO.[NH4+].[OH-] (DCM MeOH NH4OH), FC=1C=CC2=C(N(C(=N2)C(C)N)C2=CC=C(C=C2)F)C1 (1-(6-fluoro-1-(4-fluorophenyl)-1H-benzo[d]imidazol-2-yl)ethanamine). As a reaction SMILES: [F:1][C:2]1[CH:3]=[CH:4][C:5]2[N:9]=[C:8]([CH:10]([NH:12][C:13](=O)[O:14]CC3C4C=CC=CC=4C4C3=CC=CC=4)[CH3:11])[N:7]([C:30]3[CH:35]=[CH:34][C:33]([F:36])=[CH:32][CH:31]=3)[C:6]=2[CH:37]=1.N1CCCCC1.[CH2:44]([Cl:46])[Cl:45]>>[CH2:44]([Cl:46])[Cl:45].[CH3:13][OH:14].[NH4+:7].[OH-:14].[F:1][C:2]1[CH:3]=[CH:4][C:5]2[N:9]=[C:8]([CH:10]([NH2:12])[CH3:11])[N:7]([C:30]3[CH:35]=[CH:34][C:33]([F:36])=[CH:32][CH:31]=3)[C:6]=2[CH:37]=1 |f:3.4.5.6|. Reported procedure: To a solution of (9H-fluoren-9-yl)methyl 1-(6-fluoro-1-(4-fluorophenyl)-1H-benzo[d]imidazol-2-yl)ethylcarbamate (3.38 g, 6.82 mmol) in DCM (34.1 mL) was added piperidine (0.809 mL, 8.19 mmol) and the mixture was stirred at rt. After 4 days, the mixture was concentrated under reduced pressure to give a brown solid. The brown solid was purified by column chromatography on a 120 g of Redi-Sep column using 0 to 100% gradient of DCM:MeOH:NH4OH (89:9:1) in DCM over 27 min and then 100% isocratic of DC... Reactants: COc1ccc(Br)c(O)c1, O=C([O-])[O-], C=CCBr, CC#N, [K+], [K+]. Yields the product C=CCOc1cc(OC)ccc1Br. RXN SMILES: [Br:1][c:2]1[c:3]([OH:10])[cH:4][c:5]([O:8][CH3:9])[cH:6][cH:7]1.[C:11](=[O:12])([O-:13])[O-:14].[CH2:17]([CH:18]=[CH2:19])[Br:20].[CH3:21][C:22]#[N:23].[K+:15].[K+:16]>>[Br:1][c:2]1[c:3]([O:10][CH2:19][CH:18]=[CH2:17])[cH:4][c:5]([O:8][CH3:9])[cH:6][cH:7]1.